This data is from the Open Reaction Database (ORD), a public repository of structured organic reaction records. The task is: describe an organic reaction: reactants, conditions, products, and yield Reactants: C1(=CC=CC=C1)OC1=CC=CC=C1 (diphenyl ether), C(C)(=O)Cl (acetyl chloride), [Cl-].[Li+] (lithium chloride), [Cl-].[Al+3].[Cl-].[Cl-] (aluminium chloride). Solvent: ClC(C)Cl (dichloroethane), ClC(C)Cl (dichloroethane). Yields the product CC(=O)C1=CC=C(C=C1)OC2=CC=CC=C2 (4-phenoxyacetophenone). The yield is 90.3%. RXN SMILES: [Cl-].[Li+].[Cl-].[Al+3].[Cl-].[Cl-].[C:7]1([O:13][C:14]2[CH:19]=[CH:18][CH:17]=[CH:16][CH:15]=2)[CH:12]=[CH:11][CH:10]=[CH:9][CH:8]=1.[C:20](Cl)(=[O:22])[CH3:21]>ClC(Cl)C>[CH3:21][C:20]([C:17]1[CH:16]=[CH:15][C:14]([O:13][C:7]2[CH:8]=[CH:9][CH:10]=[CH:11][CH:12]=2)=[CH:19][CH:18]=1)=[O:22] |f:0.1,2.3.4.5|. Procedure: To an agitated mixture of lithium chloride (3.18 g., 0.075 mole) and aluminium chloride (20 g., 0.15 mol) in dichloroethane (20 ml) was slowly added diphenyl ether (8.51 g., 0.05 mole) and acetyl chloride (3.93 g., 0.05 mol) in dichloroethane (7 ml) following the procedure of example 9. The 4-phenoxyacetophenone obtained (9.57 g., 90.3% yield, m.p. 43.5°-51° C.) had a IH NMR purity of 90%.